Dataset: the Open Reaction Database (ORD), a public repository of structured organic reaction records. Task: describe an organic reaction: reactants, conditions, products, and yield Starting materials: O=C1CCC(=O)N1Br, O=C(OOC(=O)c1ccccc1)c1ccccc1, ClC(Cl)(Cl)Cl, Cc1cccc(C(F)(F)C(F)(F)c2ccccc2)c1C. The product is Cc1c(CBr)cccc1C(F)(F)C(F)(F)c1ccccc1. RXN SMILES: [Br:21][N:22]1[C:23](=[O:24])[CH2:25][CH2:26][C:27]1=[O:28].[C:29]([O:30][O:31][C:32](=[O:33])[c:34]1[cH:35][cH:36][cH:37][cH:38][cH:39]1)(=[O:40])[c:41]1[cH:42][cH:43][cH:44][cH:45][cH:46]1.[C:47]([Cl:48])([Cl:49])([Cl:50])[Cl:51].[CH3:1][c:2]1[c:3]([C:9]([C:10]([c:11]2[cH:12][cH:13][cH:14][cH:15][cH:16]2)([F:17])[F:18])([F:19])[F:20])[cH:4][cH:5][cH:6][c:7]1[CH3:8]>>[CH3:1][c:2]1[c:3]([C:9]([C:10]([c:11]2[cH:12][cH:13][cH:14][cH:15][cH:16]2)([F:17])[F:18])([F:19])[F:20])[cH:4][cH:5][cH:6][c:7]1[CH2:8][Br:21]. The reactants are ClCCN1CCN(CC1)C1=CC(=CC=C1)Cl (1-(2-Chloroethyl)-4-(3-chlorophenyl) piperazine), C(C)(=O)OCC.ClCCl (ethyl acetate dichloromethane), ice, N1C=CC=2C(CCCC12)=O (1,5,6,7-tetrahyro-indol-4-one), [OH-].[Na+] (sodium hydroxide). The solvent is CS(=O)C (DMSO), CS(=O)C (DMSO). Conditions: time 0.5 hour. Yields the product ClC=1C=C(C=CC1)N1CCN(CC1)CCN1C=CC=2C(CCCC12)=O (1-{2-[4-(3-Chloro-phenyl)-piperazin-1-yl]-ethyl}-1,5,6,7-tetrahydro-indol 4-one). The yield is 83.1%. As a reaction SMILES: [NH:1]1[C:9]2[CH2:8][CH2:7][CH2:6][C:5](=[O:10])[C:4]=2[CH:3]=[CH:2]1.[OH-].[Na+].Cl[CH2:14][CH2:15][N:16]1[CH2:21][CH2:20][N:19]([C:22]2[CH:27]=[CH:26][CH:25]=[C:24]([Cl:28])[CH:23]=2)[CH2:18][CH2:17]1.C(OCC)(=O)C.ClCCl>CS(C)=O>[Cl:28][C:24]1[CH:23]=[C:22]([N:19]2[CH2:18][CH2:17][N:16]([CH2:15][CH2:14][N:1]3[C:9]4[CH2:8][CH2:7][CH2:6][C:5](=[O:10])[C:4]=4[CH:3]=[CH:2]3)[CH2:21][CH2:20]2)[CH:27]=[CH:26][CH:25]=1 |f:1.2,4.5|. Procedure: To a solution of 1,5,6,7-tetrahyro-indol-4-one (51.5 mmol) in DMSO (60 mL) was added powdered sodium hydroxide (53.9 mmol) and the mixture was stirred at ambient temperature for 0.5 h. 1-(2-Chloroethyl)-4-(3-chlorophenyl) piperazine (49.0 mmol) was then added as a solution in DMSO (20 mL) and the resulting mixture stirred at ambient temperature for 24 h then heated to approximately 60° C. for 2 h, after which time TLC (ethyl acetate:dichloromethane 1:1) showed complete reaction. The reaction was... Reactants: CC(=O)Nc1ncc(Sc2ncccc2O)s1, CCO, C1CCOC1. The product is Nc1ncc(Sc2ncccc2O)s1. As a reaction SMILES: [C:1](=[O:2])([CH3:3])[NH:4][c:5]1[s:6][c:7]([S:10][c:11]2[n:12][cH:13][cH:14][cH:15][c:16]2[OH:17])[cH:8][n:9]1.[CH3:23][CH2:24][OH:25].[O:18]1[CH2:19][CH2:20][CH2:21][CH2:22]1>>[NH2:4][c:5]1[s:6][c:7]([S:10][c:11]2[n:12][cH:13][cH:14][cH:15][c:16]2[OH:17])[cH:8][n:9]1. RXN SMILES: CS(OS(C)(=O)=O)(=O)=O.O[CH2:11][C:12]1[CH:13]=[CH:14][C:15]2[CH:20]([NH:21][C:22](=[O:45])[CH2:23][CH:24]([NH:31][S:32]([C:35]3[CH:44]=[CH:43][C:42]4[C:37](=[CH:38][CH:39]=[CH:40][CH:41]=4)[CH:36]=3)(=[O:34])=[O:33])[C:25]3[CH:30]=[CH:29][CH:28]=[CH:27][CH:26]=3)[CH2:19][S:18](=[O:47])(=[O:46])[N:17]([CH3:48])[C:16]=2[CH:49]=1.[CH3:50][N:51]1CCOC[CH2:52]1.N(C)C.S([O-])(=O)(=O)C>C(Cl)Cl.C1COCC1>[CH3:50][N:51]([CH2:11][C:12]1[CH:13]=[CH:14][C:15]2[CH:20]([NH:21][C:22](=[O:45])[CH2:23][CH:24]([NH:31][S:32]([C:35]3[CH:44]=[CH:43][C:42]4[C:37](=[CH:38][CH:39]=[CH:40][CH:41]=4)[CH:36]=3)(=[O:33])=[O:34])[C:25]3[CH:30]=[CH:29][CH:28]=[CH:27][CH:26]=3)[CH2:19][S:18](=[O:47])(=[O:46])[N:17]([CH3:48])[C:16]=2[CH:49]=1)[CH3:52]. Reported procedure: Methanesulfonic anhydride (100 mg, 0.55 mmol) was added to a THF (5 mL) solution of N-(7-hydroxymethyl-1-methyl-2,2-dioxo-1,2,3,4-tetrahydro-2λ6-benzo[c][1,2]thiazin-4-yl)-3-(naphthalen-2-yl-sulfonylamino)-3-phenyl-propionamide (Step D) (200 mg, 0.345 mmol) and N-methylmorpholine (0.11 mL, 0.55 mmol). After 30 min stirring, Me2NH (1.73 mL, 3.45 mmol, 2.0 M in THF) was added to this freshly prepared mesylate solution. After stirring overnight, the mixture was diluted with CH2Cl2 (30 mL), washed w... The solvent is C1CCOC1 (THF), C(Cl)Cl (CH2Cl2). Yields the product CN(C)CC=1C=CC2=C(N(S(CC2NC(CC(C2=CC=CC=C2)NS(=O)(=O)C2=CC3=CC=CC=C3C=C2)=O)(=O)=O)C)C1 (N-(7-dimethylaminomethyl-1-methyl-2,2-dioxo-1,2,3,4-tetrahydro-2λ6-benzo[c][1,2]thiazin-4-yl)-3-(naphthalen-2-yl-sulfonylamino)-3-phenyl-propionamide). Reactants: CS(=O)(=O)OS(=O)(=O)C (Methanesulfonic anhydride), OCC=1C=CC2=C(N(S(CC2NC(CC(C2=CC=CC=C2)NS(=O)(=O)C2=CC3=CC=CC=C3C=C2)=O)(=O)=O)C)C1 (N-(7-hydroxymethyl-1-methyl-2,2-dioxo-1,2,3,4-tetrahydro-2λ6-benzo[c][1,2]thiazin-4-yl)-3-(naphthalen-2-yl-sulfonylamino)-3-phenyl-propionamide), CN1CCOCC1 (N-methylmorpholine), N(C)C (Me2NH), S(C)(=O)(=O)[O-] (mesylate). Reaction conditions: time 30 minute.